From a dataset of the Open Reaction Database (ORD), a public repository of structured organic reaction records. describe an organic reaction: reactants, conditions, products, and yield The reactants are OCCCBr, CCCOc1ccc2c(c1)C(c1ccc(OC)cc1O)C(C(=O)OC)C2c1ccc2c(c1)OCO2, [H-], [Na+], CN(C)C=O. The product is CCCOc1ccc2c(c1)C(c1ccc(OC)cc1OCCCO)C(C(=O)OC)C2c1ccc2c(c1)OCO2. As a reaction SMILES: [Br:38][CH2:39][CH2:40][CH2:41][OH:42].[CH3:1][O:2][C:3](=[O:4])[CH:5]1[CH:6]([c:27]2[cH:28][c:29]3[c:30]([cH:31][cH:32]2)[O:33][CH2:34][O:35]3)[c:7]2[cH:8][cH:9][c:10]([O:23][CH2:24][CH2:25][CH3:26])[cH:11][c:12]2[CH:13]1[c:14]1[c:15]([OH:22])[cH:16][c:17]([O:20][CH3:21])[cH:18][cH:19]1.[H-:37].[Na+:36].[O:43]=[CH:44][N:45]([CH3:46])[CH3:47]>>[CH3:1][O:2][C:3](=[O:4])[CH:5]1[CH:6]([c:27]2[cH:28][c:29]3[c:30]([cH:31][cH:32]2)[O:33][CH2:34][O:35]3)[c:7]2[cH:8][cH:9][c:10]([O:23][CH2:24][CH2:25][CH3:26])[cH:11][c:12]2[CH:13]1[c:14]1[c:15]([O:22][CH2:39][CH2:40][CH2:41][OH:42])[cH:16][c:17]([O:20][CH3:21])[cH:18][cH:19]1.